This data is from the Open Reaction Database (ORD), a public repository of structured organic reaction records. The task is: describe an organic reaction: reactants, conditions, products, and yield Reactants: Oc1ccccc1OCc1ccccc1, CN(C)C=O, Cn1c(C(F)(F)F)cc(=O)n(-c2cc(F)c([N+](=O)[O-])cc2F)c1=O, [H-], [Na+]. Product: Cn1c(C(F)(F)F)cc(=O)n(-c2cc(Oc3ccccc3OCc3ccccc3)c([N+](=O)[O-])cc2F)c1=O. Reaction SMILES: [CH2:1]([c:2]1[cH:3][cH:4][cH:5][cH:6][cH:7]1)[O:8][c:9]1[c:10]([OH:15])[cH:11][cH:12][cH:13][cH:14]1.[CH3:42][N:43]([CH3:44])[CH:45]=[O:46].[F:18][c:19]1[c:20]([N+:39](=[O:40])[O-:41])[cH:21][c:22]([F:38])[c:23](-[n:25]2[c:26](=[O:37])[n:27]([CH3:36])[c:28]([C:32]([F:33])([F:34])[F:35])[cH:29][c:30]2=[O:31])[cH:24]1.[H-:16].[Na+:17]>>[CH2:1]([c:2]1[cH:3][cH:4][cH:5][cH:6][cH:7]1)[O:8][c:9]1[c:10]([O:15][c:19]2[c:20]([N+:39](=[O:40])[O-:41])[cH:21][c:22]([F:38])[c:23](-[n:25]3[c:26](=[O:37])[n:27]([CH3:36])[c:28]([C:32]([F:33])([F:34])[F:35])[cH:29][c:30]3=[O:31])[cH:24]2)[cH:11][cH:12][cH:13][cH:14]1. Reactants: ClC1=C(C=CC(=C1)NC1=C(C=C(C=C1)F)F)C(=O)C1=C(C=CC(=C1)I)C ([2-Chloro-4-(2,4-difluoro-phenylamino)-phenyl]-(5-iodo-2-methyl-phenyl)-methanone), C1(=CC=CC=C1)P(C1=CC=CC=C1)C1=CC=CC=C1 (triphenyl phosphine), C(#C)[Si](C)(C)C (ethynyl-trimethyl-silane). Reagents/catalysts: C=1C=CC(=CC1)/C=C/C(=O)/C=C/C2=CC=CC=C2.C=1C=CC(=CC1)/C=C/C(=O)/C=C/C2=CC=CC=C2.C=1C=CC(=CC1)/C=C/C(=O)/C=C/C2=CC=CC=C2.[Pd].[Pd] (Pd2(dba)3), [Cu]I (CuI). Conditions: temperature 90 celsius, time 20 hour. The product is ClC1=C(C=CC(=C1)NC1=C(C=C(C=C1)F)F)C(=O)C1=C(C=CC(=C1)C#C[Si](C)(C)C)C ([2-Chloro-4-(2,4-difluoro-phenylamino)-phenyl]-(2-methyl-5-trimethylsilanylethynyl-phenyl)-methanone). As a reaction SMILES: [Cl:1][C:2]1[CH:7]=[C:6]([NH:8][C:9]2[CH:14]=[CH:13][C:12]([F:15])=[CH:11][C:10]=2[F:16])[CH:5]=[CH:4][C:3]=1[C:17]([C:19]1[CH:24]=[C:23](I)[CH:22]=[CH:21][C:20]=1[CH3:26])=[O:18].C1(P(C2C=CC=CC=2)C2C=CC=CC=2)C=CC=CC=1.[C:46]([Si:48]([CH3:51])([CH3:50])[CH3:49])#[CH:47]>C1C=CC(/C=C/C(/C=C/C2C=CC=CC=2)=O)=CC=1.C1C=CC(/C=C/C(/C=C/C2C=CC=CC=2)=O)=CC=1.C1C=CC(/C=C/C(/C=C/C2C=CC=CC=2)=O)=CC=1.[Pd].[Pd].[Cu]I>[Cl:1][C:2]1[CH:7]=[C:6]([NH:8][C:9]2[CH:14]=[CH:13][C:12]([F:15])=[CH:11][C:10]=2[F:16])[CH:5]=[CH:4][C:3]=1[C:17]([C:19]1[CH:24]=[C:23]([C:47]#[C:46][Si:48]([CH3:51])([CH3:50])[CH3:49])[CH:22]=[CH:21][C:20]=1[CH3:26])=[O:18] |f:3.4.5.6.7|. Procedure details: In a screw-capped vial (8 mL) was placed dry degassed triethylamine (4.0 mL) and a magnetic stirrer under argon. Compound 495 (100 mg, 0.21 mmol), Pd2(dba)3 (3.8 mg), triphenyl phosphine (5.4 mg, 0.02 mmol), CuI (1 mg) and ethynyl-trimethyl-silane (29 μL, 0.21 mmol) were added to the vial and the reaction mixture was heated under vigorously stirring at 90° C. for 20 h. The cooled reaction mixture was filtered through Decalite and concentrated in vacuo. The crude product was purified by continuou... Reactants: petroleum ether EtOAc, S(=O)([O-])S(=O)[O-].[Na+].[Na+] (Sodium dithionite), [N+](=O)([O-])C=1C=C(C=CC1)C1=NOC(=N1)C(F)(F)F (3-(3-nitrophenyl)-5-(trifluoromethyl)-1,2,4-oxadiazole). The reagents and catalysts are [Br-].C(CCC)[N+](CCCC)(CCCC)CCCC (tetra-n-butylammonium bromide). Run in C1CCOC1.O (THF H2O). Conditions: time 2 hour. Yields the product FC(C1=NC(=NO1)C=1C=C(N)C=CC1)(F)F (3-(5-(trifluoromethyl)-1,2,4-oxadiazol-3-yl)aniline). Yield: 57.2%. RXN SMILES: S(S([O-])=O)([O-])=O.[Na+].[Na+].[N+:9]([C:12]1[CH:13]=[C:14]([C:18]2[N:22]=[C:21]([C:23]([F:26])([F:25])[F:24])[O:20][N:19]=2)[CH:15]=[CH:16][CH:17]=1)([O-])=O>[Br-].C([N+](CCCC)(CCCC)CCCC)CCC.C1COCC1.O>[F:25][C:23]([F:24])([F:26])[C:21]1[O:20][N:19]=[C:18]([C:14]2[CH:13]=[C:12]([CH:17]=[CH:16][CH:15]=2)[NH2:9])[N:22]=1 |f:0.1.2,4.5,6.7|. Procedure: Sodium dithionite (1.61 g, 9.2 mmol) and a catalytic amount of tetra-n-butylammonium bromide (20 mg) were added to a solution of 3-(3-nitrophenyl)-5-(trifluoromethyl)-1,2,4-oxadiazole (1.6 g, 6.1 mmol) in THF—H2O (30 mL, 1:1 v/v), and the reaction mixture was stirred at room temperature for 2 h and monitored by TLC (petroleum ether/EtOAc 1:1). Solvent was removed under reduced pressure and the product was extracted with EtOAc. The organic layer was washed with brine, dried over anhydrous sodium ... Reactants: [OH-].[Na+] (sodium hydroxide), NC1CCN(CC1)CC12C3=CC=CC=C3C(C=3C=CC(=CC13)Cl)C2 (4-amino-1-[2-chloro-9,10-dihydro-9,10-methanoanthracen-9-ylmethyl]piperidine), N1=CC=CC=C1 (pyridine), C1(CCCC1)CC(=O)Cl (cyclopentylacetyl chloride). The solvent is C(Cl)Cl (methylene chloride), C(Cl)Cl (methylene chloride). Conditions: time 15 minute. Yields the product ClC1=CC=2C3(C4=CC=CC=C4C(C2C=C1)C3)CN3CCC(CC3)NC(CC3CCCC3)=O (N-(1-[2-Chloro-9,10-dihydro-9,10-methanoanthracen-9-ylmethyl]-4-piperidyl)-2-cyclopentylacetamide). Isolated yield 71.9%. As a reaction SMILES: [NH2:1][CH:2]1[CH2:7][CH2:6][N:5]([CH2:8][C:9]23[CH2:24][CH:16]([C:17]4[CH:18]=[CH:19][C:20]([Cl:23])=[CH:21][C:22]=42)[C:15]2[C:10]3=[CH:11][CH:12]=[CH:13][CH:14]=2)[CH2:4][CH2:3]1.N1C=CC=CC=1.[CH:31]1([CH2:36][C:37](Cl)=[O:38])[CH2:35][CH2:34][CH2:33][CH2:32]1.[OH-].[Na+]>C(Cl)Cl>[Cl:23][C:20]1[CH:19]=[CH:18][C:17]2[CH:16]3[CH2:24][C:9]([CH2:8][N:5]4[CH2:6][CH2:7][CH:2]([NH:1][C:37](=[O:38])[CH2:36][CH:31]5[CH2:35][CH2:34][CH2:33][CH2:32]5)[CH2:3][CH2:4]4)([C:10]4[C:15]3=[CH:14][CH:13]=[CH:12][CH:11]=4)[C:22]=2[CH:21]=1 |f:3.4|. Procedure details: To a stirred cold (ice bath) solution of 4-amino-1-[2-chloro-9,10-dihydro-9,10-methanoanthracen-9-ylmethyl]piperidine (339 mg, 1 mmol, described in Example 7b) and pyridine (158 mg, 2 mmol) in methylene chloride (6.7 mL) was added cyclopentylacetyl chloride (161 mg, 1.1 mmol). After 15 min, the reaction was allowed to warm to ambient temperature and stirred for 18 h. The reaction was added methylene chloride (75 mL) and 1N sodium hydroxide (50 mL). The aqueous layer was extracted with methylene ... The reactants are OC1=CC=C(C=O)C=C1 (4-hydroxybenzaldehyde), C1(=CC=CC=C1)C (toluene), O (water), ClC(=O)OCCCCCCCCC (nonyl chloroformate). Run in N1=CC=CC=C1 (pyridine). Reaction conditions: time 8 hour. The product is C(CCCCCCC)OC(=O)OC1=CC=C(C=O)C=C1 (p-octyloxycarbonyloxybenzaldehyde). Yield: 100.2%. RXN SMILES: [OH:1][C:2]1[CH:9]=[CH:8][C:5]([CH:6]=[O:7])=[CH:4][CH:3]=1.Cl[C:11]([O:13][CH2:14][CH2:15][CH2:16][CH2:17][CH2:18][CH2:19][CH2:20][CH2:21]C)=[O:12].C1(C)C=CC=CC=1.O>N1C=CC=CC=1>[CH2:14]([O:13][C:11]([O:1][C:2]1[CH:9]=[CH:8][C:5]([CH:6]=[O:7])=[CH:4][CH:3]=1)=[O:12])[CH2:15][CH2:16][CH2:17][CH2:18][CH2:19][CH2:20][CH3:21]. Procedure: To a solution of 4-hydroxybenzaldehyde (II) (16 g, 0.181 mol) dissolved in dry pyridine (100 ml) was added nonyl chloroformate (24.7 g, 0.119 mol) to react these together, followed by sufficiently agitating the reaction mixture, allowing it to stand overnight, adding toluene (100 ml) and water (100 ml), washing the mixture with 6N-hydrochloric acid, then with 2N-NaOH aqueous solution, further with water until the washing water became neutral, distilling off toluene to obtain 4-nonyloxycarbonylox... The reactants are N(=O)[O-].[Na+] (sodium nitrite), O.O.[Sn](Cl)Cl (tin(II) chloride dihydrate), ClC1=C(N)C(=CC(=C1)C(F)(F)F)Cl (2,6-dichloro-4-trifluoromethylaniline), C(=O)=O.C(C)(C)O (dry ice isopropanol). Run in S(O)(O)(=O)=O (sulfuric acid), [OH-].[NH4+] (ammonium hydroxide), Cl (hydrochloric acid), C(C)(=O)O (acetic acid). Reaction conditions: temperature 55 celsius, time 1 hour. The product is ClC1=C(C(=CC(=C1)C(F)(F)F)Cl)NN (2,6-dichloro-4-trifluoromethylphenylhydrazine). Yield: 77.7%. Reaction SMILES: [Cl:1][C:2]1[CH:8]=[C:7]([C:9]([F:12])([F:11])[F:10])[CH:6]=[C:5]([Cl:13])[C:3]=1[NH2:4].[N:14]([O-])=O.[Na+].C(=O)=O.C(O)(C)C.O.O.[Sn](Cl)Cl>C(O)(=O)C.S(=O)(=O)(O)O.Cl.[OH-].[NH4+]>[Cl:1][C:2]1[CH:8]=[C:7]([C:9]([F:12])([F:11])[F:10])[CH:6]=[C:5]([Cl:13])[C:3]=1[NH:4][NH2:14] |f:1.2,3.4,5.6.7,11.12|. Procedure details: A solution of 125 g (0.543 mole) of 2,6-dichloro-4-trifluoromethylaniline in 662 mL of glacial acetic acid was placed in a flask equipped with a stirrer. This solution was warmed to 55° C., and to it was added a suspension of 43.3 g (0.628 mole) of sodium nitrite in 318 mL of concentrated sulfuric acid. The temperature was maintained at 62°-64° C. during the first half of this addition and then the temperature was maintained at 55°-62° C. during the second half of the addition. The total additio...